Dataset: the Open Reaction Database (ORD), a public repository of structured organic reaction records. Task: describe an organic reaction: reactants, conditions, products, and yield Reactants: C([O-])([O-])=O.[K+].[K+] (potassium carbonate), CC(C)(C)OC(=O)OC(=O)OC(C)(C)C (Boc2O), S (hydrogen sulfide), C(#N)C1=CC=C(C(=O)N2CCC3(C(N(C(N3CC3=CC=CC=C3)=O)CC(=O)OC(C)(C)C)=O)CC2)C=C1 (tert.-butyl (8-(4-cyanobenzoyl)-1-phenylmethyl-2,4-dioxo-1,3,8-triaza-spiro[4.5]dec-3-yl)acetate), C(C)(=O)[O-].[NH4+] (ammonium acetate). Run in O (water), O (water), N1=CC=CC=C1 (pyridine), C(C)N(CC)CC (triethylamine). Reaction conditions: temperature 60 celsius, time 8 hour. Yields the product C(C)(C)(C)OC(=O)NN=CC1=CC=C(C(=O)N2CCC3(C(N(C(N3CC3=CC=CC=C3)=O)CC(=O)OC(C)(C)C)=O)CC2)C=C1 (tert.-butyl (8-(4-((tert.-butoxycarbonylamino)iminomethyl)benzoyl)-1-phenylmethyl-2,4-dioxo-1,3,8-triaza-spiro[4.5]dec-3-yl)acetate). RXN SMILES: [C:1]([C:3]1[CH:37]=[CH:36][C:6]([C:7]([N:9]2[CH2:35][CH2:34][C:12]3([N:16]([CH2:17][C:18]4[CH:23]=[CH:22][CH:21]=[CH:20][CH:19]=4)[C:15](=[O:24])[N:14]([CH2:25][C:26]([O:28][C:29]([CH3:32])([CH3:31])[CH3:30])=[O:27])[C:13]3=[O:33])[CH2:11][CH2:10]2)=[O:8])=[CH:5][CH:4]=1)#[N:2].S.C([O-])(=O)C.[NH4+:43].C(=O)([O-])[O-].[K+].[K+].[CH3:50][C:51]([O:54][C:55]([O:57]C(OC(C)(C)C)=O)=O)([CH3:53])[CH3:52]>N1C=CC=CC=1.C(N(CC)CC)C.O>[C:51]([O:54][C:55]([NH:43][N:2]=[CH:1][C:3]1[CH:4]=[CH:5][C:6]([C:7]([N:9]2[CH2:35][CH2:34][C:12]3([N:16]([CH2:17][C:18]4[CH:23]=[CH:22][CH:21]=[CH:20][CH:19]=4)[C:15](=[O:24])[N:14]([CH2:25][C:26]([O:28][C:29]([CH3:31])([CH3:32])[CH3:30])=[O:27])[C:13]3=[O:33])[CH2:11][CH2:10]2)=[O:8])=[CH:36][CH:37]=1)=[O:57])([CH3:53])([CH3:52])[CH3:50] |f:2.3,4.5.6|. Procedure: 0.5 g (1.0 mmol) of the nitrile from Step E were dissolved in a mixture of 15 ml dry pyridine and 1.6 ml dry triethylamine. It was saturated with gaseous hydrogen sulfide, left at room temperature overnight, and poured into water. After three extractions with ethyl acetate the combined organic layers were dried over sodium sulfate and concentrated under reduced pressure. The residue was dissolved in 100 ml toluene, which was distilled off again in vacuo to remove traces of pyridine. To the remai... The reactants are C(C)(C)(C)OC(=O)NCC=1N(C(C2=CC=C(C=C2C1C1=C(C=CC=C1)F)C(=O)OC)=O)CC(C)C (methyl 3-[[(tert-butoxycarbonyl)amino]methyl]-4-(2-fluorophenyl)-2-isobutyl-1-oxo-1,2-dihydro-6-isoquinolinecarboxylate), [OH-].[Na+] (sodium hydroxide), Cl (hydrochloric acid), O (water). Run in O1CCCC1 (tetrahydrofuran), CO (methanol). Run at time 1 hour. Yields the product C(C)(C)(C)OC(=O)NCC=1N(C(C2=CC=C(C=C2C1C1=C(C=CC=C1)F)C(=O)O)=O)CC(C)C (3-[[(tert-butoxycarbonyl)amino]methyl]-4-(2-fluorophenyl)-2-isobutyl-1-oxo-1,2-dihydro-6-isoquinolinecarboxylic acid). The yield is 94.4%. As a reaction SMILES: [C:1]([O:5][C:6]([NH:8][CH2:9][C:10]1[N:11]([CH2:32][CH:33]([CH3:35])[CH3:34])[C:12](=[O:31])[C:13]2[C:18]([C:19]=1[C:20]1[CH:25]=[CH:24][CH:23]=[CH:22][C:21]=1[F:26])=[CH:17][C:16]([C:27]([O:29]C)=[O:28])=[CH:15][CH:14]=2)=[O:7])([CH3:4])([CH3:3])[CH3:2].[OH-].[Na+].O.Cl>O1CCCC1.CO>[C:1]([O:5][C:6]([NH:8][CH2:9][C:10]1[N:11]([CH2:32][CH:33]([CH3:35])[CH3:34])[C:12](=[O:31])[C:13]2[C:18]([C:19]=1[C:20]1[CH:25]=[CH:24][CH:23]=[CH:22][C:21]=1[F:26])=[CH:17][C:16]([C:27]([OH:29])=[O:28])=[CH:15][CH:14]=2)=[O:7])([CH3:4])([CH3:3])[CH3:2] |f:1.2|. Reported procedure: To a solution of methyl 3-[[(tert-butoxycarbonyl)amino]methyl]-4-(2-fluorophenyl)-2-isobutyl-1-oxo-1,2-dihydro-6-isoquinolinecarboxylate (1.93 g, 4 mmol) in tetrahydrofuran (10 mL) and methanol (10 mL) was added 1N sodium hydroxide (8 mL). The obtained mixture was stirred at room temperature for 1 h. The reaction mixture was poured into water, acidified with 1N hydrochloric acid and extracted with ethyl acetate. The extract was washed with brine, dried over anhydrous magnesium sulfate and concen... Reactants: C1CCOC1, CCOCC, C=C(c1cc(Cl)cc(Cl)c1)C(F)(F)F, Cc1cc(C=NO)sc1C(=O)NCC(F)(F)F, [Na+], [OH-]. Yields the product Cc1cc(C2=NOC(c3cc(Cl)cc(Cl)c3)(C(F)(F)F)C2)sc1C(=O)NCC(F)(F)F. Reaction SMILES: [CH2:34]1[O:35][CH2:36][CH2:37][CH2:38]1.[CH3:39][CH2:40][O:41][CH2:42][CH3:43].[Cl:20][c:21]1[cH:22][c:23]([Cl:33])[cH:24][c:25]([C:27](=[CH2:28])[C:29]([F:30])([F:31])[F:32])[cH:26]1.[F:3][C:4]([CH2:5][NH:6][C:7](=[O:8])[c:9]1[s:10][c:11]([CH:15]=[N:16][OH:17])[cH:12][c:13]1[CH3:14])([F:18])[F:19].[Na+:2].[OH-:1]>>[F:3][C:4]([CH2:5][NH:6][C:7](=[O:8])[c:9]1[s:10][c:11]([C:15]2=[N:16][O:17][C:27]([c:25]3[cH:24][c:23]([Cl:33])[cH:22][c:21]([Cl:20])[cH:26]3)([C:29]([F:30])([F:31])[F:32])[CH2:28]2)[cH:12][c:13]1[CH3:14])([F:18])[F:19]. Starting materials: CN1C2CCC1CC(n1ccc3cc(N)ccc31)C2, CSC(=N)c1cccs1, CCO, I. Product: CN1C2CCC1CC(n1ccc3cc(NC(=N)c4cccs4)ccc31)C2. RXN SMILES: [CH3:1][N:2]1[CH:3]2[CH2:4][CH:5]([n:10]3[cH:11][cH:12][c:13]4[cH:14][c:15]([NH2:19])[cH:16][cH:17][c:18]34)[CH2:6][CH:7]1[CH2:8][CH2:9]2.[CH3:21][S:22][C:23](=[NH:24])[c:25]1[s:26][cH:27][cH:28][cH:29]1.[CH3:30][CH2:31][OH:32].[IH:20]>>[CH3:1][N:2]1[CH:3]2[CH2:4][CH:5]([n:10]3[cH:11][cH:12][c:13]4[cH:14][c:15]([NH:19][C:23](=[NH:24])[c:25]5[s:26][cH:27][cH:28][cH:29]5)[cH:16][cH:17][c:18]34)[CH2:6][CH:7]1[CH2:8][CH2:9]2. Starting materials: C1(CCCC1)N (cyclopentylamine), OC1=NC=CC=C1 (2-hydroxypyridine), C(C)(C)(C)OC(N[C@@H](CN1C(CN(C(C1)=O)C1=C(C=CC=C1)Cl)(C)C)[C@H]1OC([C@@H](C1)C(C)C)=O)=O ({(S)-2-[4-(2-chlorophenyl)-2,2-dimethyl-5-oxopiperazin-1-yl]-1-[(2S,4S)-4-isopropyl-5-oxotetrahydrofuran-2-yl]ethyl}carbamic acid t-butyl ester). Solvent: O (water). Conditions: temperature 80 celsius, time 6 hour. Yields the product C(C)(C)(C)OC(N[C@H]([C@H](C[C@@H](C(C)C)C(NC1CCCC1)=O)O)CN1C(CN(C(C1)=O)C1=C(C=CC=C1)Cl)(C)C)=O ({(1S,2S,4S)-1-[4-(2-Chlorophenyl)-2,2-dimethyl-5-oxopiperazin-1-ylmethyl]-4-cyclopentylcarbamoyl-2-hydroxy-5-methylhexyl}carbamic acid t-butyl ester). Isolated yield 83.4%. RXN SMILES: [CH:1]1([NH2:6])[CH2:5][CH2:4][CH2:3][CH2:2]1.OC1C=CC=CN=1.[C:14]([O:18][C:19](=[O:48])[NH:20][C@H:21]([C@@H:39]1[CH2:43][C@@H:42]([CH:44]([CH3:46])[CH3:45])[C:41](=[O:47])[O:40]1)[CH2:22][N:23]1[CH2:28][C:27](=[O:29])[N:26]([C:30]2[CH:35]=[CH:34][CH:33]=[CH:32][C:31]=2[Cl:36])[CH2:25][C:24]1([CH3:38])[CH3:37])([CH3:17])([CH3:16])[CH3:15]>O>[C:14]([O:18][C:19](=[O:48])[NH:20][C@@H:21]([CH2:22][N:23]1[CH2:28][C:27](=[O:29])[N:26]([C:30]2[CH:35]=[CH:34][CH:33]=[CH:32][C:31]=2[Cl:36])[CH2:25][C:24]1([CH3:37])[CH3:38])[C@@H:39]([OH:40])[CH2:43][C@H:42]([C:41](=[O:47])[NH:6][CH:1]1[CH2:5][CH2:4][CH2:3][CH2:2]1)[CH:44]([CH3:46])[CH3:45])([CH3:15])([CH3:16])[CH3:17]. Procedure details: 0.17 g of cyclopentylamine (2.0 mmol) and 37 mg of 2-hydroxypyridine (0.39 mmol) were added to 200 mg of {(S)-2-[4-(2-chlorophenyl)-2,2-dimethyl-5-oxopiperazin-1-yl]-1-[(2S,4S)-4-isopropyl-5-oxotetrahydrofuran-2-yl]ethyl}carbamic acid t-butyl ester obtained in Example (1m) (0.39 mmol), and the mixture was stirred at 80° C. for six hours. The reaction mixture was cooled and then water was added, followed by extraction with ethyl acetate. Then, the organic layer was washed with brine and then drie... Starting materials: C1OC2=CC(=C(C=C2O1)C=1C=C2C=CC(=CC2=CC1)OC)[N+](=O)[O-] (6-(4,5-Methylenedioxy-2-nitrophenyl)-2-methoxynaphthalene). The reagents and catalysts are [Pd] (palladium on carbon). The solvent is C(C)(=O)OCC (ethyl acetate). The product is NC1=C(C=C2C(=C1)OCO2)C=2C=C1C=CC(=CC1=CC2)OC (6-(2-Amino-4,5-methylenedioxyphenyl)-2-methoxynaphthalene). The yield is 75.8%. Reaction SMILES: [CH2:1]1[O:9][C:8]2[C:3](=[CH:4][C:5]([N+:22]([O-])=O)=[C:6]([C:10]3[CH:11]=[C:12]4[C:17](=[CH:18][CH:19]=3)[CH:16]=[C:15]([O:20][CH3:21])[CH:14]=[CH:13]4)[CH:7]=2)[O:2]1>C(OCC)(=O)C.[Pd]>[NH2:22][C:5]1[CH:4]=[C:3]2[O:2][CH2:1][O:9][C:8]2=[CH:7][C:6]=1[C:10]1[CH:11]=[C:12]2[C:17](=[CH:18][CH:19]=1)[CH:16]=[C:15]([O:20][CH3:21])[CH:14]=[CH:13]2. Procedure: 6-(4,5-Methylenedioxy-2-nitrophenyl)-2-methoxynaphthalene 45 (260 mg, 0.81 mmol) was hydrogenated overnight in ethyl acetate (35 mL) at 40˜45 lb./sq. in. using 10% palladium on carbon (70 mg) as catalyst. The reaction solution was passed through a Celite bed and the catalyst was washed with ethyl acetate (10 mL×3). Concentration of the ethyl acetate solution in vacuo gave the crude product. The residue was chromatographed using a 75:25 mixture of hexanes:ethyl acetate to give 46 (180 mg) in 76% ...